Dataset: the Open Reaction Database (ORD), a public repository of structured organic reaction records. Task: describe an organic reaction: reactants, conditions, products, and yield The reactants are O=Cc1cccc(Br)n1, CC(=O)O[BH-](OC(C)=O)OC(C)=O, O=C([O-])O, Nc1cccc(OCc2ccccc2)c1, CC(=O)O, ClCCCl, ClCCl, [Na+], [Na+]. Product: Brc1cccc(CNc2cccc(OCc3ccccc3)c2)n1. As a reaction SMILES: [Br:16][c:17]1[cH:18][cH:19][cH:20][c:21]([CH:23]=[O:24])[n:22]1.[C:25]([O:26][BH-:27]([O:28][C:29](=[O:30])[CH3:31])[O:32][C:33](=[O:34])[CH3:35])(=[O:36])[CH3:37].[C:43](=[O:44])([OH:45])[O-:46].[CH2:1]([c:2]1[cH:3][cH:4][cH:5][cH:6][cH:7]1)[O:8][c:9]1[cH:10][c:11]([NH2:12])[cH:13][cH:14][cH:15]1.[CH3:39][C:40](=[O:41])[OH:42].[Cl:48][CH2:49][CH2:50][Cl:51].[Cl:52][CH2:53][Cl:54].[Na+:38].[Na+:47]>>[CH2:1]([c:2]1[cH:3][cH:4][cH:5][cH:6][cH:7]1)[O:8][c:9]1[cH:10][c:11]([NH:12][CH2:23][c:21]2[cH:20][cH:19][cH:18][c:17]([Br:16])[n:22]2)[cH:13][cH:14][cH:15]1. The reactants are CC(=O)[O-], CC(=O)CC(C)=O, CC(=O)O, CCO, Cl, Nc1ccc(OC(F)F)cc1, O=N[O-], [Na+], [Na+], O. Yields the product CC(=O)C(=NNc1ccc(OC(F)F)cc1)C(C)=O. Reaction SMILES: [CH3:17][C:18](=[O:19])[O-:20].[CH3:21][C:22](=[O:23])[CH2:24][C:25]([CH3:26])=[O:27].[CH3:28][C:29](=[O:30])[OH:31].[CH3:34][CH2:35][OH:36].[ClH:32].[F:1][CH:2]([O:3][c:4]1[cH:5][cH:6][c:7]([NH2:8])[cH:9][cH:10]1)[F:11].[N:12]([O-:13])=[O:14].[Na+:15].[Na+:16].[OH2:33]>>[F:1][CH:2]([O:3][c:4]1[cH:5][cH:6][c:7]([NH:8][N:12]=[C:24]([C:22]([CH3:21])=[O:23])[C:25]([CH3:26])=[O:27])[cH:9][cH:10]1)[F:11]. The reactants are ClC1=NC=CC(=N1)C=1C=CC(=C(CN2[C@H](CN(CC2)C(=O)OC(C)(C)C)C)C1)F ((3S)-tert-butyl 4-(5-(2-chloropyrimidin-4-yl)-2-fluorobenzyl)-3-methylpiperazine-1-carboxylate), FC=1C=C(C=C(C1)F)CCN (2-(3,5-difluorophenyl)ethanamine), 442. Product: FC=1C=C(CCNC2=NC=CC(=N2)C2=CC(=C(C=C2)F)CN2[C@H](CNCC2)C)C=C(C1)F (N-(3,5-difluorophenethyl)-4-(4-fluoro-3-(((S)-2-methylpiperazin-1-yl)methyl)phenyl)pyrimidin-2-amine). Reaction SMILES: Cl[C:2]1[N:7]=[C:6]([C:8]2[CH:9]=[CH:10][C:11]([F:29])=[C:12]([CH:28]=2)[CH2:13][N:14]2[CH2:19][CH2:18][N:17](C(OC(C)(C)C)=O)[CH2:16][C@@H:15]2[CH3:27])[CH:5]=[CH:4][N:3]=1.[F:30][C:31]1[CH:32]=[C:33]([CH2:38][CH2:39][NH2:40])[CH:34]=[C:35]([F:37])[CH:36]=1>>[F:30][C:31]1[CH:32]=[C:33]([CH:34]=[C:35]([F:37])[CH:36]=1)[CH2:38][CH2:39][NH:40][C:2]1[N:7]=[C:6]([C:8]2[CH:9]=[CH:10][C:11]([F:29])=[C:12]([CH2:13][N:14]3[CH2:19][CH2:18][NH:17][CH2:16][C@@H:15]3[CH3:27])[CH:28]=2)[CH:5]=[CH:4][N:3]=1. Procedure: Intermediate 166 from above was coupled with 2-(3,5-difluorophenyl)ethanamine following procedure F. The product was deprotected by procedure G2. LC-MS showed the product had the expected M+H+ of 442. 1H NMR (Varian 300 MHz, MeOD-d6, shifts relative to the solvent peak at 3.31 ppm) δ 8.8 (d, 1H) 8.4 (d, 1H) 8.3 (d, 1H) 7.7 (d, 1H), 7.5 (t, 1H), 7.0 (d, 2H) 6.7 (d, 1H), 3.8-3.7 (m, 3H) 3.6-3.5 (m, 8H), 3.0 (t, 2H), 1.7 (d, 3H). The reactants are C#CCC(CC(O)C(N)Cc1ccccc1)C(=O)NC1CC2CCC1C2, O=C(O)c1cc(N2CCCC2=O)cc(N2CCCC2=O)c1. Yields the product C#CCC(CC(O)C(Cc1ccccc1)NC(=O)c1cc(N2CCCC2=O)cc(N2CCCC2=O)c1)C(=O)NC1CC2CCC1C2. As a reaction SMILES: [CH:22]12[CH:23]([NH:29][C:30]([CH:31]([CH2:32][CH:33]([CH:34]([CH2:35][c:36]3[cH:37][cH:38][cH:39][cH:40][cH:41]3)[NH2:42])[OH:43])[CH2:44][C:45]#[CH:46])=[O:47])[CH2:24][CH:25]([CH2:26][CH2:27]1)[CH2:28]2.[O:1]=[C:2]1[N:3]([c:7]2[cH:8][c:9]([C:10](=[O:11])[OH:12])[cH:13][c:14]([N:16]3[C:17](=[O:21])[CH2:18][CH2:19][CH2:20]3)[cH:15]2)[CH2:4][CH2:5][CH2:6]1>>[O:1]=[C:2]1[N:3]([c:7]2[cH:8][c:9]([C:10](=[O:11])[NH:42][CH:34]([CH:33]([CH2:32][CH:31]([C:30]([NH:29][CH:23]3[CH:22]4[CH2:27][CH2:26][CH:25]([CH2:24]3)[CH2:28]4)=[O:47])[CH2:44][C:45]#[CH:46])[OH:43])[CH2:35][c:36]3[cH:37][cH:38][cH:39][cH:40][cH:41]3)[cH:13][c:14]([N:16]3[C:17](=[O:21])[CH2:18][CH2:19][CH2:20]3)[cH:15]2)[CH2:4][CH2:5][CH2:6]1.